This data is from the Open Reaction Database (ORD), a public repository of structured organic reaction records. The task is: describe an organic reaction: reactants, conditions, products, and yield RXN SMILES: [O:1]=[C:2]([NH:17][CH:18]1[CH2:22][CH2:21][N:20]([CH:23]2[CH2:28][CH2:27][O:26][CH2:25][CH2:24]2)[CH2:19]1)[CH2:3][NH:4][C:5](=[O:16])[C:6]1[CH:11]=[CH:10][CH:9]=[C:8]([C:12]([F:15])([F:14])[F:13])[CH:7]=1.[CH2:29](N1CCCC(N)C1)C1C=CC=CC=1.C(N1CC[C@@H](N)C1)C1C=CC=CC=1>>[O:1]=[C:2]([NH:17][CH:18]1[CH2:22][CH2:21][CH2:29][N:20]([CH:23]2[CH2:24][CH2:25][O:26][CH2:27][CH2:28]2)[CH2:19]1)[CH2:3][NH:4][C:5](=[O:16])[C:6]1[CH:11]=[CH:10][CH:9]=[C:8]([C:12]([F:15])([F:14])[F:13])[CH:7]=1. Procedure details: The title compound was synthesized in similar fashion to N-(2-oxo-2-{[1-(tetrahydro-2H-pyran-4-yl)pyrrolidin-3-yl]amino}ethyl)-3-(trifluoromethyl)benzamide whereby 1-benzylpiperidin-3-amine was substituted for (3R)-1-benzylpyrrolidin-3-amine as was isolated as a white solid. The product is O=C(CNC(C1=CC(=CC=C1)C(F)(F)F)=O)NC1CN(CCC1)C1CCOCC1 (N-(2-oxo-2-(1-(tetrahydro-2H-pyran-4-yl)piperidin-3-ylamino)ethyl)-3-(trifluoromethyl)benzamide). Starting materials: O=C(CNC(C1=CC(=CC=C1)C(F)(F)F)=O)NC1CN(CC1)C1CCOCC1 (N-(2-oxo-2-{[1-(tetrahydro-2H-pyran-4-yl)pyrrolidin-3-yl]amino}ethyl)-3-(trifluoromethyl)benzamide), C(C1=CC=CC=C1)N1CC(CCC1)N (1-benzylpiperidin-3-amine), C(C1=CC=CC=C1)N1C[C@@H](CC1)N ((3R)-1-benzylpyrrolidin-3-amine). Starting materials: CCO, Cc1cc(C#N)ccc1[N+](=O)[O-], [Fe]. Yields the product Cc1cc(C#N)ccc1N. RXN SMILES: [CH3:14][CH2:15][OH:16].[CH3:1][c:2]1[cH:3][c:4]([C:5]#[N:6])[cH:7][cH:8][c:9]1[N+:10]([O-:11])=[O:12].[Fe:13]>>[CH3:1][c:2]1[cH:3][c:4]([C:5]#[N:6])[cH:7][cH:8][c:9]1[NH2:10]. Starting materials: C1CCOC1, CC#CCC(C)(C)C(C=CC1CCC(=O)C1CC=CCCCC(=O)O)OC1CCCCO1, CC(=O)O, O. Yields the product CC#CCC(C)(C)C(O)C=CC1CCC(=O)C1CC=CCCCC(=O)O. Reaction SMILES: [CH2:38]1[O:39][CH2:40][CH2:41][CH2:42]1.[CH3:1][C:2]([CH:3]([CH:4]=[CH:5][CH:6]1[CH2:7][CH2:8][C:9](=[O:20])[CH:10]1[CH2:11][CH:12]=[CH:13][CH2:14][CH2:15][CH2:16][C:17](=[O:18])[OH:19])[O:21][CH:22]1[CH2:23][CH2:24][CH2:25][CH2:26][O:27]1)([CH2:28][C:29]#[C:30][CH3:31])[CH3:32].[CH3:33][C:34](=[O:35])[OH:36].[OH2:37]>>[CH3:1][C:2]([CH:3]([CH:4]=[CH:5][CH:6]1[CH2:7][CH2:8][C:9](=[O:20])[CH:10]1[CH2:11][CH:12]=[CH:13][CH2:14][CH2:15][CH2:16][C:17](=[O:18])[OH:19])[OH:21])([CH2:28][C:29]#[C:30][CH3:31])[CH3:32]. Starting materials: C(C1=CC=CC=C1)Br (benzyl bromide), ClC=1N=CNC1Cl (4,5-dichloroimidazole), C(C1=CC=CC=C1)Br (benzyl bromide), [OH-].[K+] (Potassium hydroxide). Run in C(C)#N (acetonitrile). Yields the product [Br-].C(C1=CC=CC=C1)N1C=[N+](C(=C1Cl)Cl)CC1=CC=CC=C1 (1,3-dibenzyl-4,5-dichloro-1H-imidazol-3-ium bromide). Isolated yield 93.0%. As a reaction SMILES: [Cl:1][C:2]1[N:3]=[CH:4][NH:5][C:6]=1[Cl:7].[OH-].[K+].[CH2:10]([Br:17])[C:11]1[CH:16]=[CH:15][CH:14]=[CH:13][CH:12]=1>C(#N)C>[Br-:17].[CH2:10]([N:3]1[C:2]([Cl:1])=[C:6]([Cl:7])[N+:5]([CH2:10][C:11]2[CH:16]=[CH:15][CH:14]=[CH:13][CH:12]=2)=[CH:4]1)[C:11]1[CH:16]=[CH:15][CH:14]=[CH:13][CH:12]=1 |f:1.2,5.6|. Reported procedure: 4,5-dichloroimidazole (1.00 g, 7.36 mmol) was dissolved in acetonitrile. Potassium hydroxide (0.828 g, 14.72 mmol) was added to the solution and allowed to reflux for 30 min. 1 equivalent of benzyl bromide (1.26 g, 7.36 mmol) was added to the solution and refluxed for 2.5 h. Solution was filtered hot to remove the KBr precipitate and placed back onto reflux. The second equivalent of benzyl bromide (1.38 g, 8.10 mmol) was added to solution and refluxed for 1.5 h. The solution was cooled and the w... Reactants: COC(=O)c1ccc(OC(=O)C(C)(C)C)cc1 (substrate), c4ccc(B3OB(c1ccccc1(C))OB(c2ccccc2(C))O3)c(C)c4 (effective_coupling_partner). The product is COC(=O)c1ccc(c2c(C)cccc2)cc1. Conditions: temperature 110 celsius, time 12 hour. Reagents/catalysts: PCy3. The reactants are C1C=2C3=C(NC(C2CNC1)=O)C=CC=C3 (2,3,4,6-tetrahydrobenzo[c]-2,7-naphthyridin-5(1H)-one), O=P(Cl)(Cl)Cl (POCl3). Conditions: time 5 hour. Product: ClC1=NC2=C(C=3CCNCC13)C=CC=C2 (5-chloro-1,2,3,4-tetrahydrobenzo[c]-2,7-naphthyridine), 96. The yield is 87.0%. As a reaction SMILES: [CH2:1]1[CH2:10][NH:9][CH2:8][C:7]2[C:6](=O)[NH:5][C:4]3[CH:12]=[CH:13][CH:14]=[CH:15][C:3]=3[C:2]1=2.O=P(Cl)(Cl)[Cl:18]>>[Cl:18][C:6]1[C:7]2[CH2:8][NH:9][CH2:10][CH2:1][C:2]=2[C:3]2[CH:15]=[CH:14][CH:13]=[CH:12][C:4]=2[N:5]=1. Reported procedure: A slurry of 2,3,4,6-tetrahydrobenzo[c]-2,7-naphthyridin-5(1H)-one (43.1 g, 215 mmol) in POCl3 (260 mL) was vigorously stirred at reflux under nitrogen in a 2 L three-necked, round-bottomed flask equipped with a heating/cooling bath, mechanical stirrer, condenser, thermocouple, and nitrogen inlet. An aqueous base scrubber set-up was used to capture acidic exhaust gas. After 5 hours, the batch was homogeneous (indicating formation of the intermediate). Heating was continued for an additional 1 hou... Reactants: C(OCC)(OCC)=O (diethyl carbonate), [H-].[Na+] (NaH), C(C1=CC=CC=C1)OC1=CC=C(C=C1)CC(=O)OCC (ethyl 2-(4-(benzyloxy)phenyl)acetate). Solvent: C1CCOC1 (THF), C1CCOC1 (THF). Run at temperature 30 celsius, time 18 hour. Yields the product C(C1=CC=CC=C1)OC1=CC=C(C=C1)C(C(=O)OCC)C(=O)OCC (diethyl 2-(4-(benzyloxy)phenyl)malonate). Yield: 78.9%. As a reaction SMILES: [H-].[Na+].[CH2:3]([O:10][C:11]1[CH:16]=[CH:15][C:14]([CH2:17][C:18]([O:20][CH2:21][CH3:22])=[O:19])=[CH:13][CH:12]=1)[C:4]1[CH:9]=[CH:8][CH:7]=[CH:6][CH:5]=1.[C:23](=O)([O:27]CC)[O:24][CH2:25][CH3:26]>C1COCC1>[CH2:3]([O:10][C:11]1[CH:16]=[CH:15][C:14]([CH:17]([C:23]([O:24][CH2:25][CH3:26])=[O:27])[C:18]([O:20][CH2:21][CH3:22])=[O:19])=[CH:13][CH:12]=1)[C:4]1[CH:5]=[CH:6][CH:7]=[CH:8][CH:9]=1 |f:0.1|. Reported procedure: To a suspension of NaH (54 gm, 1.11 moles) in dry THF (500 ml) a solution of ethyl 2-(4-(benzyloxy)phenyl)acetate (100 gm, 0.37 moles) in dry THF (100 ml) was added at 0° C. To this was added diethyl carbonate (180 ml, 1.48 mole) dropwise over a period of one hour maintaining the reaction temperature at below 5° C. The reaction mixture was then stirred for 18 hours at 30° C. The contents of the reaction mixture were poured into ice cold water and extracted with ethyl acetate. The organic extract... Starting materials: FC(C=1N=C(SC1)C(N)=N)(F)F (4-(trifluoromethyl)thiazole-2-carboximidamide), CC[O-].[Na+] (NaOEt), O=C(CC(=O)OCC)C=1SC=C(N1)C(F)(F)F (ethyl 3-oxo-3-(4-(trifluoromethyl)thiazol-2-yl)propanoate). Solvent: C(C)O (ethanol). Reaction conditions: temperature 100 celsius, time 8 hour. Product: FC(C=1N=C(SC1)C1=NC(=CC(=N1)O)C=1SC=C(N1)C(F)(F)F)(F)F (2,6-bis(4-(trifluoromethyl)thiazol-2-yl)pyrimidin-4-ol). Yield: 11.0%. As a reaction SMILES: [F:1][C:2]([F:12])([F:11])[C:3]1[N:4]=[C:5]([C:8](=[NH:10])[NH2:9])[S:6][CH:7]=1.CC[O-].[Na+].O=[C:18]([C:25]1[S:26][CH:27]=[C:28]([C:30]([F:33])([F:32])[F:31])[N:29]=1)[CH2:19][C:20](OCC)=[O:21]>C(O)C>[F:12][C:2]([F:1])([F:11])[C:3]1[N:4]=[C:5]([C:8]2[N:9]=[C:20]([OH:21])[CH:19]=[C:18]([C:25]3[S:26][CH:27]=[C:28]([C:30]([F:32])([F:33])[F:31])[N:29]=3)[N:10]=2)[S:6][CH:7]=1 |f:1.2|. Procedure: To a solution of compound 27 (0.43 mmol) and NaOEt (2.15 mmol) in ethanol (2 mL) was added compound 28 (0.43 mmol). The reaction mixture was stirred at 100° C. overnight. The solvent was evaporated and water and AcOEt were added. The aqueous layer was acidified to pH˜4-5 by addition of 2.5M HCl. The organic layer was dried over Na2SO4, filtered, and concentrated under reduced pressure. The residue was purified by silica gel chromatography (eluent: DCM/MeOH 0 to 5%) to give compound 29 as a beige...